From a dataset of the Open Reaction Database (ORD), a public repository of structured organic reaction records. describe an organic reaction: reactants, conditions, products, and yield The reactants are C1CCOC1, COC(=O)c1cc2c(Cl)nc(N)nc2s1, NCc1ccccc1. The product is COC(=O)c1cc2c(NCc3ccccc3)nc(N)nc2s1. As a reaction SMILES: [CH2:24]1[O:25][CH2:26][CH2:27][CH2:28]1.[CH3:1][O:2][C:3](=[O:4])[c:5]1[cH:6][c:7]2[c:8]([n:9][c:10]([NH2:14])[n:11][c:12]2[Cl:13])[s:15]1.[NH2:16][CH2:17][c:18]1[cH:19][cH:20][cH:21][cH:22][cH:23]1>>[CH3:1][O:2][C:3](=[O:4])[c:5]1[cH:6][c:7]2[c:8]([n:9][c:10]([NH2:14])[n:11][c:12]2[NH:16][CH2:17][c:18]2[cH:19][cH:20][cH:21][cH:22][cH:23]2)[s:15]1. Reactants: CC(=CC1=CC=C(C(=O)OCC)C=C1)CCC=C(CCC=C(C)C)C (ethyl p-(2,6,10-trimethyl-1,5,9-undecatrienyl)benzoate), [OH-].[K+] (potassium hydroxide), ice water. Run in C(C)(C)O (isopropanol). Reaction conditions: time 10 minute. The product is CC(=CC1=CC=C(C(=O)O)C=C1)CCC=C(CCC=C(C)C)C (p-(2,6,10-trimethyl-1,5,9-undecatrienyl)benzoic acid). Yield: 69.7%. Reaction SMILES: [OH-].[K+].[CH3:3][C:4]([CH2:17][CH2:18][CH:19]=[C:20]([CH3:27])[CH2:21][CH2:22][CH:23]=[C:24]([CH3:26])[CH3:25])=[CH:5][C:6]1[CH:16]=[CH:15][C:9]([C:10]([O:12]CC)=[O:11])=[CH:8][CH:7]=1>C(O)(C)C>[CH3:3][C:4]([CH2:17][CH2:18][CH:19]=[C:20]([CH3:27])[CH2:21][CH2:22][CH:23]=[C:24]([CH3:26])[CH3:25])=[CH:5][C:6]1[CH:16]=[CH:15][C:9]([C:10]([OH:12])=[O:11])=[CH:8][CH:7]=1 |f:0.1|. Procedure details: 20 g of potassium hydroxide was dissolved in 200 ml of isopropanol. 50 g of ethyl p-(2,6,10-trimethyl-1,5,9-undecatrienyl)benzoate was added to the solution under heating, reflux and stirring. After 10 min, the solution was poured into ice/water and extracted with 200 ml of n-hexane. The aqueous layer was made acidic with dilute hydrochloric acid, extracted with ethyl ether, washed with water and dried over magnesium sulfate. The product was concentrated to obtain 42 g of crude crystals. The cru... Reactants: compound, C(C1=CC=CC=C1)[C@@H]1NC(OC1)=O ((S)-4-benzyl-2-oxazolidinone), C(CCC)[Li] (n-butyl lithium), C(C)(C)(C)C1=CC=C(OCC(=O)O)C=C1 (4-t-butylphenoxyacetic acid), C(C(=O)Cl)(=O)Cl (oxalyl chloride). Run in CCCCCC (hexane). Product: C(C1=CC=CC=C1)[C@@H]1N(C(OC1)=O)C(COC1=CC=C(C=C1)C(C)(C)C)=O ((S)-4-Benzyl-3-[(4-t-butylphenoxy)acetyl]oxazolidin-2-one). Reaction SMILES: [C:1]([C:5]1[CH:15]=[CH:14][C:8]([O:9][CH2:10][C:11]([OH:13])=O)=[CH:7][CH:6]=1)([CH3:4])([CH3:3])[CH3:2].C(Cl)(=O)C(Cl)=O.[CH2:22]([C@H:29]1[CH2:33][O:32][C:31](=[O:34])[NH:30]1)[C:23]1[CH:28]=[CH:27][CH:26]=[CH:25][CH:24]=1.C([Li])CCC>CCCCCC>[CH2:22]([C@H:29]1[CH2:33][O:32][C:31](=[O:34])[N:30]1[C:11](=[O:13])[CH2:10][O:9][C:8]1[CH:7]=[CH:6][C:5]([C:1]([CH3:2])([CH3:3])[CH3:4])=[CH:15][CH:14]=1)[C:23]1[CH:24]=[CH:25][CH:26]=[CH:27][CH:28]=1. Procedure details: The target compound (28.3 g) was obtained as colorless crystals by carrying out the reaction and the post-treatment according to Reference example 20(a) using 4-t-butylphenoxyacetic acid (17.0 g), oxalyl chloride (17.8 ml), (S)-4-benzyl-2-oxazolidinone (14.2 g) and a solution of n-butyl lithium in hexane (1.61N, 50.4 ml). Reactants: C([O-])(O)=O.[Na+] (sodium bicarbonate), C(=O)(OC(C)(C)C)N1CCC(=CC1)B1OC(C(O1)(C)C)(C)C (1-N—BOC-4-(4,4,5,5-tetramethyl-[1,3,2]dioxaborolan-2-yl)-3,6-dihydro-2H-pyridine), BrC1=CC=C(C(=O)OC)C=C1 (methyl 4-bromobenzoate), C1(CCCCC1)P(C1=C(C=CC=C1)C1=C(C=CC=C1OC)OC)C1CCCCC1 (2-dicyclohexylphosphino-2′,6′-dimethoxy biphenyl), P(=O)([O-])([O-])[O-].[K+].[K+].[K+] (tripotassium phosphate). The reagents and catalysts are C(C)(=O)[O-].[Pd+2].C(C)(=O)[O-] (palladium(II) acetate). Solvent: C(C)(=O)OCC (ethyl acetate), O (water), C(C)O (ethanol), C1(=CC=CC=C1)C (Toluene). Conditions: temperature 90 celsius, time 5 hour. The product is COC(=O)C1=CC=C(C=C1)C1=CCN(CC1)C(=O)OC(C)(C)C (tert-Butyl 4-(4-(methoxycarbonyl)phenyl)-5,6-dihydropyridine-1(2H)-carboxylate). Isolated yield 96.6%. As a reaction SMILES: [C:1]([N:8]1[CH2:13][CH:12]=[C:11](B2OC(C)(C)C(C)(C)O2)[CH2:10][CH2:9]1)([O:3][C:4]([CH3:7])([CH3:6])[CH3:5])=[O:2].Br[C:24]1[CH:33]=[CH:32][C:27]([C:28]([O:30][CH3:31])=[O:29])=[CH:26][CH:25]=1.C1(P(C2CCCCC2)C2C=CC=CC=2C2C(OC)=CC=CC=2OC)CCCCC1.P([O-])([O-])([O-])=O.[K+].[K+].[K+].C(=O)(O)[O-].[Na+]>C([O-])(=O)C.[Pd+2].C([O-])(=O)C.C(OCC)(=O)C.O.C(O)C.C1(C)C=CC=CC=1>[CH3:31][O:30][C:28]([C:27]1[CH:32]=[CH:33][C:24]([C:11]2[CH2:10][CH2:9][N:8]([C:1]([O:3][C:4]([CH3:5])([CH3:6])[CH3:7])=[O:2])[CH2:13][CH:12]=2)=[CH:25][CH:26]=1)=[O:29] |f:3.4.5.6,7.8,9.10.11|. Procedure: Toluene (20 mL), ethanol (6 mL), and water (2 mL) were added to commercially available 1-N—BOC-4-(4,4,5,5-tetramethyl-[1,3,2]dioxaborolan-2-yl)-3,6-dihydro-2H-pyridine (1.00 g, 3.23 mmol), methyl 4-bromobenzoate (695 mg, 3.23 mmol), 2-dicyclohexylphosphino-2′,6′-dimethoxy biphenyl (266 mg, 0.65 mmol), palladium(II) acetate (73 mg, 0.32 mmol), and tripotassium phosphate (2.06 g, 9.70 mmol) under nitrogen atmosphere, and the mixture was stirred at 90° C. for 5 hours. The reaction mixture was coole... Reactants: P(=O)(Cl)(Cl)Cl (phosphorus oxychloride), [OH-].[Na+] (sodium hydroxide), C(#N)C=1C(=NC(=NC1)C1=CC=C(C=C1)OCCCCCCC)O (5-cyano-4-hydroxy-2-(4-n-heptyloxyphenyl)-pyrimidine), Cl.C(CCCCCC)OC1=CC=C(C(=N)N)C=C1 (p-n-heptyloxybenzamidine hydrochloride), C(C)OC(C(C#N)=COCC)=O (ethoxymethylene-α -cyanoacetic acid ethyl ester), CC[O-].[Na+] (sodium ethylate). Solvent: C(C)O (ethanol). Product: ClC1=NC(=NC=C1C#N)C1=CC=C(C=C1)OCCCCCCC (4-chloro-5-cyano-2-(4-n-heptyloxyphenyl)-pyrimidine). As a reaction SMILES: Cl.C(OC1C=CC(C(N)=N)=CC=1)CCCCCC.C(OC(=O)C(=COCC)C#N)C.CC[O-].[Na+].[OH-].[Na+].[C:37]([C:39]1[C:40](O)=[N:41][C:42]([C:45]2[CH:50]=[CH:49][C:48]([O:51][CH2:52][CH2:53][CH2:54][CH2:55][CH2:56][CH2:57][CH3:58])=[CH:47][CH:46]=2)=[N:43][CH:44]=1)#[N:38].P(Cl)(Cl)([Cl:62])=O>C(O)C>[Cl:62][C:40]1[C:39]([C:37]#[N:38])=[CH:44][N:43]=[C:42]([C:45]2[CH:50]=[CH:49][C:48]([O:51][CH2:52][CH2:53][CH2:54][CH2:55][CH2:56][CH2:57][CH3:58])=[CH:47][CH:46]=2)[N:41]=1 |f:0.1,3.4,5.6|. Procedure details: The starting material can be obtained according to the procedure of A. R. Todd and F. Bergel, J. Chem. Soc. 1937, 365 by reaction of p-n-heptyloxybenzamidine hydrochloride with α -ethoxymethylene-α -cyanoacetic acid ethyl ester and sodium ethylate in ethanol and then with sodium hydroxide solution. The resulting 5-cyano-4-hydroxy-2-(4-n-heptyloxyphenyl)-pyrimidine (melting point 180.8° C; smectic up to 231.5° C. (clearing point) is treated with phosphorus oxychloride to give 4-chloro-5-cyano-2-(... Starting materials: COC(=O)C(C)Br, CO, CCN(C(C)C)C(C)C, FC(F)(F)c1ccc(N2CCNCC2)nc1. The product is COC(=O)C(C)N1CCN(c2ccc(C(F)(F)F)cn2)CC1. As a reaction SMILES: [CH3:17][O:18][C:19]([CH:20]([CH3:21])[Br:22])=[O:23].[CH3:24][OH:25].[CH:26]([N:27]([CH2:28][CH3:29])[CH:30]([CH3:31])[CH3:32])([CH3:33])[CH3:34].[F:1][C:2]([c:3]1[cH:4][cH:5][c:6]([N:9]2[CH2:10][CH2:11][NH:12][CH2:13][CH2:14]2)[n:7][cH:8]1)([F:15])[F:16]>>[F:1][C:2]([c:3]1[cH:4][cH:5][c:6]([N:9]2[CH2:10][CH2:11][N:12]([CH:20]([C:19]([O:18][CH3:17])=[O:23])[CH3:21])[CH2:13][CH2:14]2)[n:7][cH:8]1)([F:15])[F:16].